From a dataset of the Open Reaction Database (ORD), a public repository of structured organic reaction records. describe an organic reaction: reactants, conditions, products, and yield Yields the product O=C1CC2CN(c3ccc(OC(F)(F)F)cc3)C(=O)C2C1. Reaction SMILES: [CH2:25]([Cl:26])[Cl:27].[CH2:4]=[C:5]1[CH2:6][CH:7]2[CH:8]([C:9](=[O:23])[N:10]([c:12]3[cH:13][cH:14][c:15]([O:18][C:19]([F:20])([F:21])[F:22])[cH:16][cH:17]3)[CH2:11]2)[CH2:24]1.[O-:1][O+:2]=[O:3]>>[O:1]=[C:5]1[CH2:6][CH:7]2[CH:8]([C:9](=[O:23])[N:10]([c:12]3[cH:13][cH:14][c:15]([O:18][C:19]([F:20])([F:21])[F:22])[cH:16][cH:17]3)[CH2:11]2)[CH2:24]1. Starting materials: ClCCl, C=C1CC2CN(c3ccc(OC(F)(F)F)cc3)C(=O)C2C1, O=[O+][O-]. The reactants are C1(=CC=CC=C1)C=1SC=CC1 (2-phenylthiophene), C1(=CC=CC=C1)C(C=O)C (2-phenylpropionaldehyde), Cl (hydrochloric acid), solution, C(CCC)[Li] (n-butyllithium). Solvent: O1CCCC1 (tetrahydrofuran), CCCCCC (n-hexane). Conditions: temperature -78 celsius, time 1.5 hour. Yields the product C1(=CC=CC=C1)C(C(O)C=1SC(=CC1)C1=CC=CC=C1)C (2-phenyl-1-(5-phenylthien-2-yl)-1-propanol). Yield: 96.2%. Reaction SMILES: C([Li])CCC.[C:6]1([C:12]2[S:13][CH:14]=[CH:15][CH:16]=2)[CH:11]=[CH:10][CH:9]=[CH:8][CH:7]=1.[C:17]1([CH:23]([CH3:26])[CH:24]=[O:25])[CH:22]=[CH:21][CH:20]=[CH:19][CH:18]=1.Cl>CCCCCC.O1CCCC1>[C:17]1([CH:23]([CH3:26])[CH:24]([C:14]2[S:13][C:12]([C:6]3[CH:7]=[CH:8][CH:9]=[CH:10][CH:11]=3)=[CH:16][CH:15]=2)[OH:25])[CH:22]=[CH:21][CH:20]=[CH:19][CH:18]=1. Procedure: Under a nitrogen atmosphere 13.7 mL of a 2.6M solution of n-butyllithium in n-hexane was added to a cold (-78° C.) stirred solution of 5.2 grams (0.0325 mole) of 2-phenylthiophene in 61 mL of tetrahydrofuran. This mixture was stirred at -78° C. for 1.5 hours. To this cold mixture was added 2-phenylpropionaldehyde (4.6 gram, 0.0336 mole), and the mixture was stirred for 15 minutes. The mixture was allowed to warm to room temperature and stir for two days. The mixture was cooled to 0° C., and appr...